From a dataset of the Open Reaction Database (ORD), a public repository of structured organic reaction records. describe an organic reaction: reactants, conditions, products, and yield Reactants: C1(CCCCC1)C(CP(OC)(OC)=O)=O (dimethyl 2-cyclohexyl-2-oxoethylphosphonate), [H-].[Na+] (sodium hydride), C(=O)C1C(C2(OCCO2)CC1)CCCCCCCO (7-formyl-6-(7-hydroxyheptyl)-1,4-dioxaspiro[4,4]nonane), [H][H] (hydrogen). Run in C(C)(=O)O (acetic acid), O1CCCC1 (tetrahydrofuran), O1CCCC1 (tetrahydrofuran), O1CCCC1 (tetrahydrofuran). Conditions: time 2 hour. The product is C1(CCCCC1)C(C=CC1C(C2(OCCO2)CC1)CCCCCCCO)=O (7-(3-cyclohexyl-3-oxoprop-1-enyl)-6-(7-hydroxyheptyl)-1,4-dioxaspiro[4,4]nonane). Yield: 112.0%. RXN SMILES: [CH:1]1([C:7](=[O:15])[CH2:8]P(=O)(OC)OC)[CH2:6][CH2:5][CH2:4][CH2:3][CH2:2]1.[H-].[Na+].[H][H].[CH:20]([CH:22]1[CH2:30][CH2:29][C:24]2([O:28][CH2:27][CH2:26][O:25]2)[CH:23]1[CH2:31][CH2:32][CH2:33][CH2:34][CH2:35][CH2:36][CH2:37][OH:38])=O>O1CCCC1.C(O)(=O)C>[CH:1]1([C:7](=[O:15])[CH:8]=[CH:20][CH:22]2[CH2:30][CH2:29][C:24]3([O:25][CH2:26][CH2:27][O:28]3)[CH:23]2[CH2:31][CH2:32][CH2:33][CH2:34][CH2:35][CH2:36][CH2:37][OH:38])[CH2:2][CH2:3][CH2:4][CH2:5][CH2:6]1 |f:1.2|. Procedure details: A solution of dimethyl 2-cyclohexyl-2-oxoethylphosphonate (10.1 g.) in dry tetrahydrofuran (40 ml.) was added to a stirred suspension of sodium hydride (1.04 g.) in dry tetrahydrofuran (300 ml.). The mixture was stirred at room temperature until the evolution of hydrogen had ceased, then treated dropwise with a solution of 7-formyl-6-(7-hydroxyheptyl)-1,4-dioxaspiro[4,4]nonane [10.2 g; prepared as described in Example 1(iv) above] in dry tetrahydrofuran (100 ml.) and stirred for a further 2 hour... Starting materials: C[O-].[Na+] (Sodium methoxide), ClC1=NC=CC(=C1)N1C(N(CC1)C=1C=NC=CC1C)=O (1-(2-Chloro-pyridin-4-yl)-3-(4-methyl-pyridin-3-yl)-imidazolidin-2-one), CO (MeOH). The solvent is C(Cl)(Cl)Cl (CHCl3), O1CCOCC1 (1,4-dioxane). Conditions: temperature 110 celsius. Yields the product COC1=NC=CC(=C1)N1C(N(CC1)C=1C=NC=CC1C)=O (1-(2-Methoxy-pyridin-4-yl)-3-(4-methyl-pyridin-3-yl)-imidazolidin-2-one). The yield is 28.2%. RXN SMILES: [CH3:1][O-:2].[Na+].Cl[C:5]1[CH:10]=[C:9]([N:11]2[CH2:15][CH2:14][N:13]([C:16]3[CH:17]=[N:18][CH:19]=[CH:20][C:21]=3[CH3:22])[C:12]2=[O:23])[CH:8]=[CH:7][N:6]=1.CO>O1CCOCC1.C(Cl)(Cl)Cl>[CH3:1][O:2][C:5]1[CH:10]=[C:9]([N:11]2[CH2:15][CH2:14][N:13]([C:16]3[CH:17]=[N:18][CH:19]=[CH:20][C:21]=3[CH3:22])[C:12]2=[O:23])[CH:8]=[CH:7][N:6]=1 |f:0.1|. Procedure details: Sodium methoxide (225 mg, 4.165 mmol) was added dropwise to a stirred solution of 1-(2-chloro-pyridin-4-yl)-3-(4-methyl-pyridin-3-yl)-imidazolidin-2-one (58A: 100 mg, 0.374 mmol) in 1,4-dioxane (20 mL) over a period of 10 minutes. The resulting mixture was heated to 110° C. and maintained at the same temperature for 4 days. The reaction was monitored by TLC (10% MeOH in CHCl3). The solvent was distilled from the reaction mixture and the concentrate was partitioned between water and ethylacetate....